Dataset: the Open Reaction Database (ORD), a public repository of structured organic reaction records. Task: describe an organic reaction: reactants, conditions, products, and yield Starting materials: C1(=CC=CC=C1)S(=O)(=O)N1N=CC2=C(C=C(C=C12)C1=C2C(=NC=C1)N(C=C2)S(=O)(=O)C2=CC=CC=C2)NC(=O)C=2OC=CC2 (N-{1-(phenylsulfonyl)-6-[1-(phenylsulfonyl)-1H-pyrrolo[2,3-b]pyridin-4-yl]-1H-indazol-4-yl}-2-furancarboxamide), [OH-].[Na+] (sodium hydroxide), Cl (HCl). Solvent: CC(C)O (IPA). Conditions: temperature 70 celsius. The product is N1C=CC=2C1=NC=CC2C2=CC(=C1C=NNC1=C2)NC(=O)C=2OC=CC2 (N-[6-(1H-Pyrrolo[2,3-b]pyridin-4-yl)-1H-indazol-4-yl]-2-furancarboxamide). RXN SMILES: C1(S([N:10]2[C:18]3[C:13](=[C:14]([NH:37][C:38]([C:40]4[O:41][CH:42]=[CH:43][CH:44]=4)=[O:39])[CH:15]=[C:16]([C:19]4[CH:24]=[CH:23][N:22]=[C:21]5[N:25](S(C6C=CC=CC=6)(=O)=O)[CH:26]=[CH:27][C:20]=45)[CH:17]=3)[CH:12]=[N:11]2)(=O)=O)C=CC=CC=1.[OH-].[Na+].Cl>CC(O)C>[NH:25]1[C:21]2=[N:22][CH:23]=[CH:24][C:19]([C:16]3[CH:17]=[C:18]4[C:13]([CH:12]=[N:11][NH:10]4)=[C:14]([NH:37][C:38]([C:40]4[O:41][CH:42]=[CH:43][CH:44]=4)=[O:39])[CH:15]=3)=[C:20]2[CH:27]=[CH:26]1 |f:1.2|. Procedure details: A solution of N-{1-(phenylsulfonyl)-6-[1-(phenylsulfonyl)-1H-pyrrolo[2,3-b]pyridin-4-yl]-1H-indazol-4-yl}-2-furancarboxamide (80 mg) and 2M sodium hydroxide (2 ml) in IPA (4 ml) was stirred for 18 h at RT. The solution was heated at 70° C. for 1.5 h. The solution was cooled, neutralized with 2M HCl (aq) (2 ml) and purged with nitrogen to remove the IPA. The resulting solid was collected by filtration and dried in vacuo at 50° C. to give title compound, 30 mg. Reactants: BrCCCBr, O=C([O-])[O-], [K+], [K+], CN(C)C=O, CCCOc1c(O)cc(C2CCC(c3cc(OC)c(OC)c(OC)c3)O2)cc1S(=O)(=O)CC(C)O. The product is CCCOc1c(OCCCBr)cc(C2CCC(c3cc(OC)c(OC)c(OC)c3)O2)cc1S(=O)(=O)CC(C)O. Reaction SMILES: [Br:1][CH2:2][CH2:3][CH2:4][Br:5].[C:41](=[O:42])([O-:43])[O-:44].[K+:45].[K+:46].[O:47]=[CH:48][N:49]([CH3:50])[CH3:51].[OH:6][CH:7]([CH2:8][S:9](=[O:10])(=[O:11])[c:12]1[cH:13][c:14]([CH:23]2[O:24][CH:25]([c:28]3[cH:29][c:30]([O:38][CH3:39])[c:31]([O:36][CH3:37])[c:32]([O:34][CH3:35])[cH:33]3)[CH2:26][CH2:27]2)[cH:15][c:16]([OH:22])[c:17]1[O:18][CH2:19][CH2:20][CH3:21])[CH3:40]>>[Br:1][CH2:2][CH2:3][CH2:4][O:22][c:16]1[cH:15][c:14]([CH:23]2[O:24][CH:25]([c:28]3[cH:29][c:30]([O:38][CH3:39])[c:31]([O:36][CH3:37])[c:32]([O:34][CH3:35])[cH:33]3)[CH2:26][CH2:27]2)[cH:13][c:12]([S:9]([CH2:8][CH:7]([OH:6])[CH3:40])(=[O:10])=[O:11])[c:17]1[O:18][CH2:19][CH2:20][CH3:21]. Reactants: C1(=CC=CC2=CC=CC=C12)OCC(=O)Cl (naphthoxy acetic acid chloride), C(C)(C)(C)OC(=O)NCCCCN (N-(tert-butoxycarbonyl)-1,4-diamino butane), O1CCCC1 (tetrahydrofuran), O1CCCC1 (tetrahydrofuran). The solvent is C(C)N(CC)CC (triethylamine). Conditions: time 90 minute. The product is C(C)(C)(C)OC(=O)NCCCCNC(CC1=CC2=CC=CC=C2C=C1)=O (N'-(tert-butoxycarbonyl)-N-(2-naphthyl-acetyl)-1,4-diamino-butane). RXN SMILES: [C:1]1(OCC(Cl)=O)[C:10]2[C:5](=[CH:6][CH:7]=[CH:8][CH:9]=2)[CH:4]=[CH:3][CH:2]=1.[C:16]([O:20][C:21]([NH:23][CH2:24][CH2:25][CH2:26][CH2:27][NH2:28])=[O:22])([CH3:19])([CH3:18])[CH3:17].[O:29]1CC[CH2:31][CH2:30]1>C(N(CC)CC)C>[C:16]([O:20][C:21]([NH:23][CH2:24][CH2:25][CH2:26][CH2:27][NH:28][C:30](=[O:29])[CH2:31][C:3]1[CH:2]=[CH:1][C:10]2[C:5](=[CH:6][CH:7]=[CH:8][CH:9]=2)[CH:4]=1)=[O:22])([CH3:19])([CH3:18])[CH3:17]. Procedure: 11.16 g of naphthoxy acetic acid chloride in solution in 50 ml of tetrahydrofuran were added at 0° C. to +10° C. to a solution of 10.32 g of N-(tert-butoxycarbonyl)-1,4-diamino butane in 110 ml of tetrahydrofuran and 6.7 g of triethylamine. The mixture was stirred for 90 minutes at ambient temperature and the insoluble part was filtered off. The fitrate was evaporated to dryness and the 17.78 g of residue were chromatographed on silica (eluant: hexane-ethyl acetate (1-1)) to obtain 10 g of the e... Starting materials: N1(CCNCCC1)CCCO (1-homopiperazinepropanol), N1=C(C=CC=C1)C(=O)O (picolinic acid), C1(=CC=C(C=C1)S(=O)(=O)O)C (p-toluene sulfonic acid), C(\C=C/C(=O)O)(=O)O (maleic acid). Solvent: C1=CC=CC=C1 (benzene). Yields the product C(\C=C/C(=O)O)(=O)O.N1=C(C=CC=C1)C(=O)O.N1(CCNCCC1)CCCO (1-homopiperazinepropanol picolinate maleate). Isolated yield 47.0%. RXN SMILES: [N:1]1([CH2:8][CH2:9][CH2:10][OH:11])[CH2:7][CH2:6][CH2:5][NH:4][CH2:3][CH2:2]1.[N:12]1[CH:17]=[CH:16][CH:15]=[CH:14][C:13]=1[C:18]([OH:20])=[O:19].C1(C)C=CC(S(O)(=O)=O)=CC=1.[C:32]([OH:39])(=[O:38])/[CH:33]=[CH:34]\[C:35]([OH:37])=[O:36]>C1C=CC=CC=1>[C:32]([OH:39])(=[O:38])/[CH:33]=[CH:34]\[C:35]([OH:37])=[O:36].[N:12]1[CH:17]=[CH:16][CH:15]=[CH:14][C:13]=1[C:18]([OH:20])=[O:19].[N:1]1([CH2:8][CH2:9][CH2:10][OH:11])[CH2:7][CH2:6][CH2:5][NH:4][CH2:3][CH2:2]1 |f:5.6.7|. Procedure: In 150 ml of absolute benzene there were dissolved 3.04 g of 1-homopiperazinepropanol, 2.85 g of picolinic acid and 2.73 g of p-toluene sulfonic acid. The solution was heated for 16 hours to reflux while removing the formed water. The reaction liquid was cooled, washed with 15% potassium carbonate and then extracted with 10% hydrochloric acid. The aqueous layer was washed with ether, then rendered alkaline with potassium carbonate followed by extraction with ether. After the ethereal layer was d... The reactants are C(#N)C=1C=C2C(=NC1)NC=C2C=2C=C(CNC(=O)C=1C(N(C=CC1)CC1=CC(=C(C=C1)F)F)=O)C=CC2 (1-(3,4-Difluoro-benzyl)-2-oxo-1,2-dihydro-pyridine-3-carboxylic acid 3-(5-cyano-1H-pyrrolo[2,3-b]pyridin-3-yl)-benzylamide), BrC=1C=C2C(=NC1)NC=C2I (5-bromo-3-iodo-1H-pyrrolo[2,3-b]pyridine), substituted bicyclic heterocycle, FC=1C=C(CN2C(C(=CC=C2)C(=O)NCC=2C=C(C=CC2)B(O)O)=O)C=CC1F (3-({[1-(3,4-Difluoro-benzyl)-2-oxo-1,2-dihydro-pyridine-3-carbonyl]-amino}-methyl)-phenylboronic acid), [B] (boron). The product is BrC=1C=C2C(=NC1)NC=C2C=2C=C(CNC(=O)C=1C(N(C=CC1)CC1=CC(=C(C=C1)F)F)=O)C=CC2 (1-(3,4-Difluoro-benzyl)-2-oxo-1,2-dihydro-pyridine-3-carboxylic acid 3-(5-bromo-1H-pyrrolo[2,3-b]pyridin-3-yl)-benzylamide). RXN SMILES: C(C1C=C2C(C3C=C(C=CC=3)CNC(C3C(=O)N(CC4C=CC(F)=C(F)C=4)C=CC=3)=O)=CNC2=NC=1)#N.[F:38][C:39]1[CH:40]=[C:41]([CH:63]=[CH:64][C:65]=1[F:66])[CH2:42][N:43]1[CH:48]=[CH:47][CH:46]=[C:45]([C:49]([NH:51][CH2:52][C:53]2[CH:54]=[C:55](B(O)O)[CH:56]=[CH:57][CH:58]=2)=[O:50])[C:44]1=[O:62].[B].[Br:68][C:69]1[CH:70]=[C:71]2[C:77](I)=[CH:76][NH:75][C:72]2=[N:73][CH:74]=1>>[Br:68][C:69]1[CH:70]=[C:71]2[C:77]([C:55]3[CH:54]=[C:53]([CH:58]=[CH:57][CH:56]=3)[CH2:52][NH:51][C:49]([C:45]3[C:44](=[O:62])[N:43]([CH2:42][C:41]4[CH:63]=[CH:64][C:65]([F:66])=[C:39]([F:38])[CH:40]=4)[CH:48]=[CH:47][CH:46]=3)=[O:50])=[CH:76][NH:75][C:72]2=[N:73][CH:74]=1. Reported procedure: Except where indicated, 1-(3,4-Difluoro-benzyl)-2-oxo-1,2-dihydro-pyridine-3-carboxylic acid 3-(5-bromo-1H-pyrrolo[2,3-b]pyridin-3-yl)-benzylamide was synthesized as per Example 68, 1-(3,4-Difluoro-benzyl)-2-oxo-1,2-dihydro-pyridine-3-carboxylic acid 3-(5-cyano-1H-pyrrolo[2,3-b]pyridin-3-yl)-benzylamide using 3-({[1-(3,4-Difluoro-benzyl)-2-oxo-1,2-dihydro-pyridine-3-carbonyl]-amino}-methyl)-phenylboronic acid as activated boron species and 5-bromo-3-iodo-1H-pyrrolo[2,3-b]pyridine as substituted ... Starting materials: CC1=CC=C2C=CNC2=C1 (6-methylindole), COC(C(=COCC)[N+](=O)[O-])=O (α-nitro-β-ethoxyacrylic acid methylester), product. The product is COC(C(=CC1=CNC2=CC(=CC=C12)C)[N+](=O)[O-])=O (Alpha-nitro-6-methyl-3-indoleacrylic acid methylester). RXN SMILES: [CH3:1][C:2]1[CH:10]=[C:9]2[C:5]([CH:6]=[CH:7][NH:8]2)=[CH:4][CH:3]=1.[CH3:11][O:12][C:13](=[O:22])[C:14]([N+:19]([O-:21])=[O:20])=[CH:15]OCC>>[CH3:11][O:12][C:13](=[O:22])[C:14]([N+:19]([O-:21])=[O:20])=[CH:15][C:6]1[C:5]2[C:9](=[CH:10][C:2]([CH3:1])=[CH:3][CH:4]=2)[NH:8][CH:7]=1. Reported procedure: A mixture of 32.5 g (0.25 mol) of 6-methylindole and 52.5 g (0.30 mol) of α-nitro-β-ethoxyacrylic acid methylester was let stand in a large crystallization dish at room temperature for 20 hours. The brown-orange solid was triturated with ether-hexane 1:1, the crystalline material collected by filtration, washed with ether and dried to afford 44.5 g. (69%) of product as orange crystals, m.p. 167°-169°. Starting materials: CC(=O)O, NNc1ccncc1F, O=C1OC(=O)c2ccccc21. Yields the product O=C1c2ccccc2C(=O)N1Nc1ccncc1F. As a reaction SMILES: [CH3:21][C:22](=[O:23])[OH:24].[F:12][c:13]1[cH:14][n:15][cH:16][cH:17][c:18]1[NH:19][NH2:20].[O:1]=[C:2]1[O:3][C:4](=[O:5])[c:6]2[cH:7][cH:8][cH:9][cH:10][c:11]21>>[C:2]1(=[O:3])[c:11]2[c:6]([cH:7][cH:8][cH:9][cH:10]2)[C:4](=[O:5])[N:20]1[NH:19][c:18]1[c:13]([F:12])[cH:14][n:15][cH:16][cH:17]1. Starting materials: NC(=O)c1ccc(F)cn1, [H-], [Na+], Oc1ccc(C2OCCO2)cc1, CN(C)C=O. The product is NC(=O)c1ccc(Oc2ccc(C3OCCO3)cc2)cn1. RXN SMILES: [F:15][c:16]1[cH:17][cH:18][c:19]([C:22](=[O:23])[NH2:24])[n:20][cH:21]1.[H-:14].[Na+:13].[O:1]1[CH:2]([c:6]2[cH:7][cH:8][c:9]([OH:12])[cH:10][cH:11]2)[O:3][CH2:4][CH2:5]1.[O:25]=[CH:26][N:27]([CH3:28])[CH3:29]>>[O:1]1[CH:2]([c:6]2[cH:7][cH:8][c:9]([O:12][c:16]3[cH:17][cH:18][c:19]([C:22](=[O:23])[NH2:24])[n:20][cH:21]3)[cH:10][cH:11]2)[O:3][CH2:4][CH2:5]1. Reactants: N#CC1CC(F)CN1C(=O)CN(C(=O)OCc1ccccc1)C12CCC(C(=O)On3nnc4ccccc43)(CC1)CC2, CCOC(=O)C1CCCN(C2CCNCC2)C1. The product is CCOC(=O)C1CCCN(C2CCN(C(=O)C34CCC(N(CC(=O)N5CC(F)CC5C#N)C(=O)OCc5ccccc5)(CC3)CC4)CC2)C1. Reaction SMILES: [CH2:1]([c:2]1[cH:3][cH:4][cH:5][cH:6][cH:7]1)[O:8][C:9](=[O:10])[N:11]([C:12]12[CH2:13][CH2:14][C:15]([C:20](=[O:21])[O:22][n:23]3[c:24]4[cH:25][cH:26][cH:27][cH:28][c:29]4[n:30][n:31]3)([CH2:16][CH2:17]1)[CH2:18][CH2:19]2)[CH2:32][C:33](=[O:34])[N:35]1[CH:36]([C:41]#[N:42])[CH2:37][CH:38]([F:40])[CH2:39]1.[NH:43]1[CH2:44][CH2:45][CH:46]([N:49]2[CH2:50][CH:51]([C:55](=[O:56])[O:57][CH2:58][CH3:59])[CH2:52][CH2:53][CH2:54]2)[CH2:47][CH2:48]1>>[CH2:1]([c:2]1[cH:3][cH:4][cH:5][cH:6][cH:7]1)[O:8][C:9](=[O:10])[N:11]([C:12]12[CH2:13][CH2:14][C:15]([C:20](=[O:21])[N:43]3[CH2:44][CH2:45][CH:46]([N:49]4[CH2:50][CH:51]([C:55](=[O:56])[O:57][CH2:58][CH3:59])[CH2:52][CH2:53][CH2:54]4)[CH2:47][CH2:48]3)([CH2:16][CH2:17]1)[CH2:18][CH2:19]2)[CH2:32][C:33](=[O:34])[N:35]1[CH:36]([C:41]#[N:42])[CH2:37][CH:38]([F:40])[CH2:39]1. The reactants are C1=CC=C(C2=C1C1=C(CCC2)C=CC=C1)C#N (6,7-dihydro-5H-dibenzo[a,c]cycloheptene-4-carbonitrile), [OH-].[K+] (potassium hydroxide), C(CO)O (ethylene glycol). Run in O (water), O (water). The product is C1=CC=C(C2=C1C1=C(CCC2)C=CC=C1)C(=O)O (6,7-dihydro-5H-dibenzo[a,c]cycloheptene-4-carboxylic acid). RXN SMILES: [CH:1]1[C:6]2[C:7]3[CH:15]=[CH:14][CH:13]=[CH:12][C:8]=3[CH2:9][CH2:10][CH2:11][C:5]=2C(C#N)=[CH:3][CH:2]=1.[OH-:18].[K+].[CH2:20]([OH:23])[CH2:21]O>O>[CH:1]1[C:6]2[C:7]3[CH:15]=[CH:14][CH:13]=[CH:12][C:8]=3[CH2:9][CH2:10][CH2:11][C:5]=2[C:21]([C:20]([OH:23])=[O:18])=[CH:3][CH:2]=1 |f:1.2|. Reported procedure: Under a dry nitrogen atmosphere a solution of 6,7-dihydro-5H-dibenzo[a,c]cycloheptene-4-carbonitrile (2.95 grams, 0.0134 mole), potassium hydroxide (4 grams, 0.085 mole), ethylene glycol (40 ml) and water (3 ml) was heated at reflux for approximately 24 hours. The mixture was cooled, diluted with water, and the solution was washed with diethyl ether. The aqueous solution was acidified and extracted with diethyl ether. The extract was dried over anhydrous magnesium sulfate and filtered. The filtr...